From a dataset of the Open Reaction Database (ORD), a public repository of structured organic reaction records. describe an organic reaction: reactants, conditions, products, and yield The reactants are Br, Br, C1CN2CCN1CC2, CCCCO, C1NC2CNC1C2, Clc1ccc2c(Cl)ccnc2c1. Product: Clc1ccc2c(N3CC4CC3CN4)ccnc2c1. RXN SMILES: [BrH:13].[BrH:14].[CH2:22]1[N:23]2[CH2:24][CH2:25][N:26]([CH2:27][CH2:28]2)[CH2:29]1.[CH2:30]([OH:31])[CH2:32][CH2:33][CH3:34].[CH:15]12[NH:16][CH2:17][CH:18]([NH:19][CH2:20]1)[CH2:21]2.[Cl:1][c:2]1[cH:3][cH:4][n:5][c:6]2[cH:7][c:8]([Cl:12])[cH:9][cH:10][c:11]12>>[c:2]1([N:16]2[CH:15]3[CH2:20][NH:19][CH:18]([CH2:17]2)[CH2:21]3)[cH:3][cH:4][n:5][c:6]2[cH:7][c:8]([Cl:12])[cH:9][cH:10][c:11]12. The solvent is CO (MeOH), C(Cl)Cl (CH2Cl2), C1=CC=CC=C1 (benzene). The product is O1C=CC=2C=NC=3C=CC=CC3C21 (furo[3,2-c]quinoline). Starting materials: [O-2].[Al+3].[O-2].[O-2].[Al+3] (aluminum oxide), N1CC(CCC1)C1=CC=C(NCC#C)C=C1 (4-(3-piperidinyl)-propargyl-aniline), monohydrate, 4A, [O-]S(=O)(=O)C(F)(F)F.[Yb+3].[O-]S(=O)(=O)C(F)(F)F.[O-]S(=O)(=O)C(F)(F)F (ytterbium triflate), O1CCC=C1 (2,3-dihydrofuran). RXN SMILES: [NH:1]1[CH2:6][CH2:5][CH2:4][CH:3]([C:7]2[CH:16]=[CH:15][C:10](NCC#C)=CC=2)[CH2:2]1.[O-]S(C(F)(F)F)(=O)=O.[Yb+3].[O-]S(C(F)(F)F)(=O)=O.[O-]S(C(F)(F)F)(=O)=O.[O:42]1C=C[CH2:44][CH2:43]1.[O-2].[Al+3].[O-2].[O-2].[Al+3]>C1C=CC=CC=1.CO.C(Cl)Cl>[O:42]1[C:4]2[C:3]3[CH:7]=[CH:16][CH:15]=[CH:10][C:2]=3[N:1]=[CH:6][C:5]=2[CH:44]=[CH:43]1 |f:1.2.3.4,6.7.8.9.10|. Reported procedure: Using a Dean-Stark apparatus, 4-(3-piperidinyl)-propargyl-aniline (300 mg, 1.40 mmol) and Teoc-protected 5-bromoindole aldehyde (555 mg, 1.50 mmol) were heated at reflux for 8 h with a catalytic amount of p-tolunensulfonic acid monohydrate (15 mg, 0.078 mmol) in 15 mL benzene. The solvent was then removed in vacuo. The reaction mixture was then redissolved in 45 mL acetonitrile (HPLC grade, Aldrich #27071-7). Under nitrogen gas, 540 mg molecular sieves (Aldrich #23,366-8, 4A, activated), 540 mg ... Reactants: FC1=CC=C(C=C1)C1(OC1)C (2-(4-fluorophenyl)-2-methyloxirane), O (water), CN1CC2=C(NC=3C=CC(=CC23)C)CC1 (2,3,4,5-tetrahydro-2,8-dimethyl-1H-pyrido[4,3-b]indole), [H-].[Na+] (NaH). Run in CN(C)C=O (DMF), C(C)(=O)OCC (ethyl acetate), C1CCOC1 (THF). Reaction conditions: time 1 hour. The product is FC1=CC=C(C=C1)C(CN1C2=C(C=3C=C(C=CC13)C)CN(CC2)C)(C)O (2-(4-fluorophenyl)-1-(1,2,3,4-tetrahydro-2,8-dimethylpyrido[4,3-b]indol-5-yl)propan-2-ol). As a reaction SMILES: [CH3:1][N:2]1[CH2:15][CH2:14][C:5]2[NH:6][C:7]3[CH:8]=[CH:9][C:10]([CH3:13])=[CH:11][C:12]=3[C:4]=2[CH2:3]1.[H-].[Na+].[F:18][C:19]1[CH:24]=[CH:23][C:22]([C:25]2([CH3:28])[CH2:27][O:26]2)=[CH:21][CH:20]=1.O>C1COCC1.CN(C=O)C.C(OCC)(=O)C>[F:18][C:19]1[CH:20]=[CH:21][C:22]([C:25]([OH:26])([CH3:27])[CH2:28][N:6]2[C:7]3[CH:8]=[CH:9][C:10]([CH3:13])=[CH:11][C:12]=3[C:4]3[CH2:3][N:2]([CH3:1])[CH2:15][CH2:14][C:5]2=3)=[CH:23][CH:24]=1 |f:1.2|. Procedure: A mixture of compound 2,3,4,5-tetrahydro-2,8-dimethyl-1H-pyrido[4,3-b]indole (2.6 g, 13.1 mmol, 1 equiv.) and NaH (55%, 750 mg, 17.2 mmol, 1.3 equiv.) in 60 ml of THF was heated to 120 deg C. for 1 h. It was then cooled to RT and compound 2-(4-fluorophenyl)-2-methyloxirane (4 g, 26 mmol, 2 equiv.) in 25 ml of DMF was added dropwise for 5 mins at RT followed by heating at 120 deg C. for 2 h. It was cooled to RT and 10 ml of water was added followed by dilution with 800 ml of ethyl acetate, which ... The reactants are CC(C)(C)OC(=O)N1CCC(c2noc3cc(F)ccc23)CC1, COB(OC)OC, CC(=O)O, CC(C)[N-]C(C)C, [Li+], C1CCOC1, OO. Yields the product CC(C)(C)OC(=O)N1CCC(c2noc3c(O)c(F)ccc23)CC1. Reaction SMILES: [C:1]([CH3:2])([CH3:3])([CH3:4])[O:5][C:6](=[O:7])[N:8]1[CH2:9][CH2:10][CH:11]([c:14]2[n:15][o:16][c:17]3[c:18]2[cH:19][cH:20][c:21]([F:23])[cH:22]3)[CH2:12][CH2:13]1.[CH3:32][O:33][B:34]([O:35][CH3:36])[O:37][CH3:38].[CH3:46][C:47](=[O:48])[OH:49].[CH:24]([N-:25][CH:26]([CH3:27])[CH3:28])([CH3:29])[CH3:30].[Li+:31].[O:41]1[CH2:42][CH2:43][CH2:44][CH2:45]1.[OH:39][OH:40]>>[C:1]([CH3:2])([CH3:3])([CH3:4])[O:5][C:6](=[O:7])[N:8]1[CH2:9][CH2:10][CH:11]([c:14]2[n:15][o:16][c:17]3[c:18]2[cH:19][cH:20][c:21]([F:23])[c:22]3[OH:33])[CH2:12][CH2:13]1. The reactants are CCN(C(C)C)C(C)C (DIPEA), C(C)I (ethyl iodide), OCC(=O)NC[C@@H](COC1=C(C=C(C=C1C)C1=NOC(=N1)C=1SC(=C(C1)C)CNC(C)C)C)O (2-hydroxy-N-[(2S)-2-hydroxy-3-(4-{5-[5-(isopropylamino-methyl)-4-methyl-thiophen-2-yl]-[1,2,4]oxadiazol-3-yl}-2,6-dimethyl-phenoxy)-propyl]-acetamide), C(C)I (ethyl iodide), CCN(C(C)C)C(C)C (DIPEA). Solvent: N (NH3), CN(C)C=O (DMF). Conditions: time 20 hour. Yields the product N (NH3), C(C)N(C(C)C)CC1=C(C=C(S1)C1=NC(=NO1)C1=CC(=C(OC[C@H](CNC(CO)=O)O)C(=C1)C)C)C (N-{(2S)-3-[4-(5-{5-[(Ethyl-isopropyl-amino)-methyl]-4-methyl-thiophen-2-yl}-[1,2,4]oxadiazol-3-yl)-2,6-dimethyl-phenoxy]-2-hydroxy-propyl}-2-hydroxy-acetamide). Yield: 81.2%. As a reaction SMILES: [OH:1][CH2:2][C:3]([NH:5][CH2:6][C@H:7]([OH:34])[CH2:8][O:9][C:10]1[C:15]([CH3:16])=[CH:14][C:13]([C:17]2[N:21]=[C:20]([C:22]3[S:23][C:24]([CH2:28][NH:29][CH:30]([CH3:32])[CH3:31])=[C:25]([CH3:27])[CH:26]=3)[O:19][N:18]=2)=[CH:12][C:11]=1[CH3:33])=[O:4].[CH2:35](I)[CH3:36].CCN(C(C)C)C(C)C>CN(C=O)C.N>[NH3:5].[CH2:35]([N:29]([CH2:28][C:24]1[S:23][C:22]([C:20]2[O:19][N:18]=[C:17]([C:13]3[CH:14]=[C:15]([CH3:16])[C:10]([O:9][CH2:8][C@@H:7]([OH:34])[CH2:6][NH:5][C:3](=[O:4])[CH2:2][OH:1])=[C:11]([CH3:33])[CH:12]=3)[N:21]=2)=[CH:26][C:25]=1[CH3:27])[CH:30]([CH3:31])[CH3:32])[CH3:36]. Procedure details: A solution of 2-hydroxy-N-[(2S)-2-hydroxy-3-(4-{5-[5-(isopropylamino-methyl)-4-methyl-thiophen-2-yl]-[1,2,4]oxadiazol-3-yl}-2,6-dimethyl-phenoxy)-propyl]-acetamide (284 mg, 0.448 mmol, Example 91), ethyl iodide (423 mg, 2.69 mmol) and DIPEA (354 mg, 2.69 mmol) in DMF (3 mL) is stirred at rt for 1 h, then at 40° C. for 17 h before another portion of DIPEA (54 mg, 0.421 mmol) and ethyl iodide (304 mg, 1.95 mmol) is added. Stirring is continued at 40° C. for 20 h. The mixture is diluted with aq. sa... Reactants: CCOC(C)=O, O=[N+]([O-])c1ccc(C=Cc2cccc(F)c2)cc1, [Pt]. Product: Nc1ccc(C=Cc2cccc(F)c2)cc1. Reaction SMILES: [CH3:19][CH2:20][O:21][C:22](=[O:23])[CH3:24].[F:1][c:2]1[cH:3][c:4]([CH:8]=[CH:9][c:10]2[cH:11][cH:12][c:13]([N+:16]([O-:17])=[O:18])[cH:14][cH:15]2)[cH:5][cH:6][cH:7]1.[Pt:25]>>[F:1][c:2]1[cH:3][c:4]([CH:8]=[CH:9][c:10]2[cH:11][cH:12][c:13]([NH2:16])[cH:14][cH:15]2)[cH:5][cH:6][cH:7]1.